Dataset: the Open Reaction Database (ORD), a public repository of structured organic reaction records. Task: describe an organic reaction: reactants, conditions, products, and yield Starting materials: C(C)(C)(C)OC(C(C)(C)SC=1SC=C(N1)CCNC1=NC=C(C=N1)Br)=O (2-[(4-{2-[(5-bromopyrimidin-2-yl)amino]ethyl}-1,3-thiazol-2-yl)thio]-2-methylpropionic acid tert-butyl ester), FC(C(=O)O)(F)F (trifluoroacetic acid), S1C(=CC=C1)B(O)O (2-thiopheneboronic acid). The solvent is ClCCl (dichloromethane). Run at time 12 hour. Yields the product FC(C(=O)O)(F)F.CC(C(=O)O)(C)SC=1SC=C(N1)CCNC1=NC=C(C=N1)C=1SC=CC1 (2-methyl-2-{[4-(2-{[5-(2-thienyl)pyrimidin-2-yl]amino}ethyl)-1,3-thiazol-2-yl]thio}propionic acid trifluoroacetate). RXN SMILES: C([O:5][C:6](=[O:26])[C:7]([S:10][C:11]1[S:12][CH:13]=[C:14]([CH2:16][CH2:17][NH:18][C:19]2[N:24]=[CH:23][C:22](Br)=[CH:21][N:20]=2)[N:15]=1)([CH3:9])[CH3:8])(C)(C)C.[S:27]1[CH:31]=[CH:30][CH:29]=[C:28]1B(O)O.[F:35][C:36]([F:41])([F:40])[C:37]([OH:39])=[O:38]>ClCCl>[F:35][C:36]([F:41])([F:40])[C:37]([OH:39])=[O:38].[CH3:9][C:7]([S:10][C:11]1[S:12][CH:13]=[C:14]([CH2:16][CH2:17][NH:18][C:19]2[N:20]=[CH:21][C:22]([C:28]3[S:27][CH:31]=[CH:30][CH:29]=3)=[CH:23][N:24]=2)[N:15]=1)([CH3:8])[C:6]([OH:5])=[O:26] |f:4.5|. Procedure: The compound obtained using 2-[(4-{2-[(5-bromopyrimidin-2-yl)amino]ethyl}-1,3-thiazol-2-yl)thio]-2-methylpropionic acid tert-butyl ester synthesized in Example 162-1 and 2-thiopheneboronic acid as starting materials and by an operation similar to that of Example 162-2 was treated with dichloromethane and trifluoroacetic acid, and the mixture was stirred at room temperature for 12 hr. The reaction mixture was concentrated under reduced pressure, and the obtained solid was triturate and washed wit... The reactants are NC=1C=2N(C=CC1)C(=C(N2)C)C (8-Amino-2,3-dimethylimidazo[1,2-a]pyridine), C(C)C1=C(CCl)C(=CC=C1)C (2-ethyl-6-methylbenzylchloride), [I-].[K+] (Potassium iodide), C(=O)([O-])[O-].[Na+].[Na+] (Na2CO3). Run in C(OC)COC (dimethoxyethane). Product: CC=1N=C2N(C=CC=C2NCC2=C(C=CC=C2C)CC)C1C (2,3-dimethyl-8-(2-ethyl-6-methylbenzylamino)imidazo[1,2-a]pyridine). Yield: 42.6%. RXN SMILES: [NH2:1][C:2]1[C:3]2[N:4]([C:8]([CH3:12])=[C:9]([CH3:11])[N:10]=2)[CH:5]=[CH:6][CH:7]=1.[CH2:13]([C:15]1[CH:22]=[CH:21][CH:20]=[C:19]([CH3:23])[C:16]=1[CH2:17]Cl)[CH3:14].[I-].[K+].C([O-])([O-])=O.[Na+].[Na+]>C(COC)OC>[CH3:11][C:9]1[N:10]=[C:3]2[C:2]([NH:1][CH2:17][C:16]3[C:19]([CH3:23])=[CH:20][CH:21]=[CH:22][C:15]=3[CH2:13][CH3:14])=[CH:7][CH:6]=[CH:5][N:4]2[C:8]=1[CH3:12] |f:2.3,4.5.6|. Procedure details: 8-Amino-2,3-dimethylimidazo[1,2-a]pyridine (0.3 g, 1.86 mmol) and 2-ethyl-6-methylbenzylchloride (0.31 g, 1.84 mmol) were dissolved in 5 ml dimethoxyethane. Potassium iodide (0.2 g, 1.2 mmol) and Na2CO3 (0.3 g, 2.8 mmol) were added and the mixture was refluxed for 4 hours. The solvent was evaporated and the residue was purified by column chromatography on silica gel using a mixture of methylene chloride and ethyl acetate (60:40) as eluent. 230 mg (42%) of the title compound was obtained. Reactants: O=C(c1ncc[nH]1)c1ncc[nH]1, N#CCc1ccc(N)cc1, C1CCOC1, COC(=O)Cc1ccc(NCCO)cc1, c1c[nH]cn1. The product is COC(=O)Cc1ccc(N(CCO)C(=O)Nc2ccc(CC#N)cc2)cc1. As a reaction SMILES: [C:1](=[O:2])([c:3]1[nH:4][cH:5][cH:6][n:7]1)[c:8]1[nH:9][cH:10][cH:11][n:12]1.[NH2:18][c:19]1[cH:20][cH:21][c:22]([CH2:23][C:24]#[N:25])[cH:26][cH:27]1.[O:43]1[CH2:44][CH2:45][CH2:46][CH2:47]1.[OH:28][CH2:29][CH2:30][NH:31][c:32]1[cH:33][cH:34][c:35]([CH2:38][C:39](=[O:40])[O:41][CH3:42])[cH:36][cH:37]1.[nH:13]1[cH:14][cH:15][n:16][cH:17]1>>[C:1](=[O:2])([NH:18][c:19]1[cH:20][cH:21][c:22]([CH2:23][C:24]#[N:25])[cH:26][cH:27]1)[N:31]([CH2:30][CH2:29][OH:28])[c:32]1[cH:33][cH:34][c:35]([CH2:38][C:39](=[O:40])[O:41][CH3:42])[cH:36][cH:37]1.